Task: describe an organic reaction: reactants, conditions, products, and yield. Dataset: the Open Reaction Database (ORD), a public repository of structured organic reaction records Reactants: [Cl-].[NH4+] (ammonium chloride), C(C)(C)(C)[Si](C)(C)OCC1C(C1)CCBr (2-(2-bromoethyl)cyclopropylmethyl t-butyldimethyl silyl ether), C(CCC)[Li] (butyllithium), CN(P(N(C)C)(N(C)C)=O)C (Hexamethylphosphoric triamide), O1C(CCCC1)OCC#C (propargyl alcohol tetrahydropyranyl ether). Solvent: O1CCCC1 (tetrahydrofuran), O1CCCC1 (tetrahydrofuran). Run at temperature 0 celsius, time 15 minute. The product is [Si](C)(C)(C(C)(C)C)OCC1C(C1)CCC#CCOC1OCCCC1 (2-(5-tetrahydropyranyloxy-3-pentynyl)cyclopropylmethyl t-butyldimethylsilyl ether). The yield is 82.6%. As a reaction SMILES: [O:1]1[CH2:6][CH2:5][CH2:4][CH2:3][CH:2]1[O:7][CH2:8][C:9]#[CH:10].C([Li])CCC.CN(C)P(=O)(N(C)C)N(C)C.[C:27]([Si:31]([O:34][CH2:35][CH:36]1[CH2:38][CH:37]1[CH2:39][CH2:40]Br)([CH3:33])[CH3:32])([CH3:30])([CH3:29])[CH3:28].[Cl-].[NH4+]>O1CCCC1>[Si:31]([O:34][CH2:35][CH:36]1[CH2:38][CH:37]1[CH2:39][CH2:40][C:10]#[C:9][CH2:8][O:7][CH:2]1[CH2:3][CH2:4][CH2:5][CH2:6][O:1]1)([C:27]([CH3:30])([CH3:29])[CH3:28])([CH3:32])[CH3:33] |f:4.5|. Procedure details: A tetrahydrofuran solution (15 ml) of propargyl alcohol tetrahydropyranyl ether (1.44 g, 10.3 mmol) was cooled to -78° C., and butyllithium (factor=1.5, 6.9 ml, 10.3 mmol) was added thereto. Fifteen minutes later, the temperature was raised to 0° C. Hexamethylphosphoric triamide (3.76 ml, 21 mmol) was added thereto, and the mixture was stirred for 15 minutes. A tetrahydrofuran solution of 2-(2-bromoethyl)cyclopropylmethyl t-butyldimethyl silyl ether (2.73 g, 10.3 mmol) was added thereto, and the... Starting materials: CCOC(=O)COc1cc(OC)c(C(F)(F)F)cc1[N+](=O)[O-], CC#N, CCO, CCOC(C)=O, O, O, O, O=C(O)C(F)(F)F, Cl[Sn](Cl)(Cl)Cl. Yields the product COc1cc2c(cc1C(F)(F)F)NC(=O)CO2. As a reaction SMILES: [CH3:1][O:2][c:3]1[c:4]([C:19]([F:20])([F:21])[F:22])[cH:5][c:6]([N+:16]([O-:13])=[O:14])[c:7]([O:9][CH2:10][C:11](=[O:12])[O:15][CH2:17][CH3:18])[cH:8]1.[CH3:30][C:31]#[N:32].[CH3:41][CH2:42][OH:43].[CH3:44][CH2:45][O:46][C:47](=[O:48])[CH3:49].[OH2:23].[OH2:24].[OH2:33].[OH:34][C:35]([C:36]([F:37])([F:38])[F:39])=[O:40].[Sn:25]([Cl:26])([Cl:27])([Cl:28])[Cl:29]>>[CH3:1][O:2][c:3]1[c:4]([C:19]([F:20])([F:21])[F:22])[cH:5][c:6]2[c:7]([cH:8]1)[O:9][CH2:10][C:11](=[O:12])[NH:16]2. Reactants: FC1=CC=C(C=C1)C#CC1=C(N=C2N1C=CC=C2)COC2=C(C(=O)O)C=CC=C2 (2-((3-((4-fluorophenyl)ethynyl)imidazo[1,2-a]pyridin-2-yl)methoxy)-benzoic acid), C(C(=O)Cl)(=O)Cl (oxalyl chloride). Reagents/catalysts: CN(C=O)C (dimethylformamide). The solvent is ClCCl (dichloromethane). Reaction conditions: time 2 hour. Yields the product FC1=CC=C(C=C1)C#CC1=C(N=C2N1C=CC=C2)COC2=C(C(=O)Cl)C=CC=C2 (2-((3-((4-fluorophenyl) ethynyl)imidazo-[1,2-a]pyridin-2-yl)methoxy)benzoyl chloride). Reaction SMILES: [F:1][C:2]1[CH:7]=[CH:6][C:5]([C:8]#[C:9][C:10]2[N:14]3[CH:15]=[CH:16][CH:17]=[CH:18][C:13]3=[N:12][C:11]=2[CH2:19][O:20][C:21]2[CH:29]=[CH:28][CH:27]=[CH:26][C:22]=2[C:23](O)=[O:24])=[CH:4][CH:3]=1.C(Cl)(=O)C([Cl:33])=O>ClCCl.CN(C)C=O>[F:1][C:2]1[CH:7]=[CH:6][C:5]([C:8]#[C:9][C:10]2[N:14]3[CH:15]=[CH:16][CH:17]=[CH:18][C:13]3=[N:12][C:11]=2[CH2:19][O:20][C:21]2[CH:29]=[CH:28][CH:27]=[CH:26][C:22]=2[C:23]([Cl:33])=[O:24])=[CH:4][CH:3]=1. Reported procedure: 0.6 g (1.553 mmol) of 2-((3-((4-fluorophenyl)ethynyl)imidazo[1,2-a]pyridin-2-yl)methoxy)-benzoic acid were suspended in 20 ml of dichloromethane with magnetic stirring, the mixture was placed in a bath at 0° C. and then 0.408 ml (4.66 mmol) of oxalyl chloride were added drop wise, finally a few drops of dimethylformamide were added. The cold bath was withdrawn and then the mixture was stirred at r.t. for 2 h. The reaction medium was concentrated in vacuo and immediately used in the next step. Starting materials: COC(CBr)OC (Bromoacetaldehyde dimethyl acetal), Cl (HCl), C([O-])(O)=O.[Na+] (sodium bicarbonate), COC(C=C(C)C=1C=NC(=CC1)N)=O (3-(6-amino-pyridin-3-yl)-but-2-enoic acid methyl ester). Solvent: O (water). Run at time 8 hour. The product is COC(C=C(C)C=1C=CC=2N(C1)C=CN2)=O (3-imidazo[1,2-a]pyridin-6-yl-but-2-enoic acid methyl ester), solid. The yield is 22.0%. Reaction SMILES: CO[CH:3](OC)[CH2:4]Br.Cl.C(=O)(O)[O-].[Na+].[CH3:14][O:15][C:16](=[O:27])[CH:17]=[C:18]([C:20]1[CH:21]=[N:22][C:23]([NH2:26])=[CH:24][CH:25]=1)[CH3:19]>O>[CH3:14][O:15][C:16](=[O:27])[CH:17]=[C:18]([C:20]1[CH:25]=[CH:24][C:23]2[N:22]([CH:3]=[CH:4][N:26]=2)[CH:21]=1)[CH3:19] |f:2.3|. Reported procedure: Bromoacetaldehyde dimethyl acetal (0.692 mL, 5.85 mmol) was refluxed in a solution of water (10 mL) and concentrated HCl (0.1 mL) for 30 min. The reaction was cooled to ambient temperature, and sodium bicarbonate (629 mg, 7.49 mmol) was added in several portions. After the addition was complete, 3-(6-amino-pyridin-3-yl)-but-2-enoic acid methyl ester (900 mg, 4.68 mmol) was added, and the reaction stirred overnight. During this time, the reaction became homogenous. After extracting the reaction m...